From a dataset of the Open Reaction Database (ORD), a public repository of structured organic reaction records. describe an organic reaction: reactants, conditions, products, and yield Starting materials: C1CCOC1 (THF), ClC1=NC(=NC=C1C#N)SC (4-chloro-5-cyano-2-methylthiopyrimidine), ClC1=NC(=NC=C1C#N)SC (4-chloro-5-cyano-2-methylthiopyrimidine), C(CC)N (n-propylamine), C(C1=CC=CC=C1)(=O)Cl (benzoylchloride). The solvent is C(Cl)(Cl)Cl (chloroform). Reaction conditions: time 12 hour. Yields the product C(CC)NC1=NC(=NC=C1C#N)SC (4-n-propylamino-5-cyano-2-methylthiopyrimidine). Reaction SMILES: C1COCC1.Cl[C:7]1[C:12]([C:13]#[N:14])=[CH:11][N:10]=[C:9]([S:15][CH3:16])[N:8]=1.[CH2:17]([NH2:20])[CH2:18][CH3:19].C(Cl)(=O)C1C=CC=CC=1>C(Cl)(Cl)Cl>[CH2:17]([NH:20][C:7]1[C:12]([C:13]#[N:14])=[CH:11][N:10]=[C:9]([S:15][CH3:16])[N:8]=1)[CH2:18][CH3:19]. Procedure: To 40 mL of THF, 4-chloro-5-cyano-2-methylthiopyrimidine [Compound (V)] (1.86 g, 10.0 mmol) obtained in Reference Example 4 was dissolved, then n-propylamine (709 mg, 12.0 mmol) and morpholinomethylpolystyrene (7.0 g) were added thereto, followed by stirring at room temperature for 12 hours. After completion of the reaction was confirmed by thin-layer chromatography, chloroform (100 mL) and benzoylchloride polymer bound [about 2.5 mmol/g, 4.6 g, Canadian Journal of Chemistry, Vol. 55, p. 3351 (1... The reactants are CC(O)=S, O=C([O-])[O-], CN(C)C=O, [Cs+], [Cs+], FC(F)(F)c1cc(CBr)cc(C(F)(F)F)c1. The product is CC(=S)OCc1cc(C(F)(F)F)cc(C(F)(F)F)c1. Reaction SMILES: [C:1]([CH3:2])(=[S:3])[OH:4].[C:5](=[O:6])([O-:7])[O-:8].[CH3:27][N:28]([CH3:29])[CH:30]=[O:31].[Cs+:10].[Cs+:9].[F:11][C:12]([c:13]1[cH:14][c:15]([CH2:16][Br:17])[cH:18][c:19]([C:21]([F:22])([F:23])[F:24])[cH:20]1)([F:25])[F:26]>>[C:1]([CH3:2])(=[S:3])[O:4][CH2:16][c:15]1[cH:14][c:13]([C:12]([F:11])([F:25])[F:26])[cH:20][c:19]([C:21]([F:22])([F:23])[F:24])[cH:18]1. The reactants are N#CCBr, C1COCCO1, COc1ccc(C(NCCCOc2ccc(Cl)cc2Cc2ccccc2)c2ccc(OC)cc2)cc1, CCOC(C)=O, CCN(C(C)C)C(C)C, [Na+], O=C([O-])O. Product: COc1ccc(C(c2ccc(OC)cc2)N(CC#N)CCCOc2ccc(Cl)cc2Cc2ccccc2)cc1. Reaction SMILES: [Br:1][CH2:2][C:3]#[N:4].[CH2:55]1[O:56][CH2:57][CH2:58][O:59][CH2:60]1.[CH2:5]([c:6]1[cH:7][cH:8][cH:9][cH:10][cH:11]1)[c:12]1[c:13]([O:14][CH2:15][CH2:16][CH2:17][NH:18][CH:19]([c:20]2[cH:21][cH:22][c:23]([O:26][CH3:27])[cH:24][cH:25]2)[c:28]2[cH:29][cH:30][c:31]([O:34][CH3:35])[cH:32][cH:33]2)[cH:36][cH:37][c:38]([Cl:40])[cH:39]1.[CH3:61][CH2:62][O:63][C:64]([CH3:65])=[O:66].[CH:41]([N:42]([CH:43]([CH3:44])[CH3:45])[CH2:46][CH3:47])([CH3:48])[CH3:49].[Na+:54].[O-:50][C:51]([OH:52])=[O:53]>>[CH2:2]([C:3]#[N:4])[N:18]([CH2:17][CH2:16][CH2:15][O:14][c:13]1[c:12]([CH2:5][c:6]2[cH:7][cH:8][cH:9][cH:10][cH:11]2)[cH:39][c:38]([Cl:40])[cH:37][cH:36]1)[CH:19]([c:20]1[cH:21][cH:22][c:23]([O:26][CH3:27])[cH:24][cH:25]1)[c:28]1[cH:29][cH:30][c:31]([O:34][CH3:35])[cH:32][cH:33]1. Reactants: Br (hydrobromic acid), C(CCC)C1=CC=C(CC2=NC=CC3=CC(=CC=C23)OC)C=C1 (1-(4-Butylbenzyl)-6-methoxyisoquinoline). Product: C(CCC)C1=CC=C(CC2=NC=CC3=CC(=CC=C23)O)C=C1 (1-(4-Butylbenzyl)-6-isoquinolinol). Yield: 94.6%. Reaction SMILES: Br.[CH2:2]([C:6]1[CH:24]=[CH:23][C:9]([CH2:10][C:11]2[C:20]3[C:15](=[CH:16][C:17]([O:21]C)=[CH:18][CH:19]=3)[CH:14]=[CH:13][N:12]=2)=[CH:8][CH:7]=1)[CH2:3][CH2:4][CH3:5]>>[CH2:2]([C:6]1[CH:24]=[CH:23][C:9]([CH2:10][C:11]2[C:20]3[C:15](=[CH:16][C:17]([OH:21])=[CH:18][CH:19]=3)[CH:14]=[CH:13][N:12]=2)=[CH:8][CH:7]=1)[CH2:3][CH2:4][CH3:5]. Procedure details: A 47% hydrobromic acid solution was added to the compound of Example B146 (82 mg), and the mixture was stirred under reflux for 19 hours. The mixture was concentrated under reduced pressure, water was added, and the resulting mixture was neutralized with sodium carbonate to precipitate crystals. The obtained crystals were collected by filtration, washed with water, and then dried to give the title compound (74 mg). Reactants: FC1=CC=C(OC=2C=C(C(=O)O)C=C(C2)O[C@H](COC)C)C=C1 (3-(4-fluoro-phenoxy)-5-((S)-2-methoxy-1-methyl-ethoxy)-benzoic acid), C(C)OC(CSC1=CN=C(S1)N)=O ((2-amino-thiazol-5-ylsulfanyl)-acetic acid ethyl ester). Yields the product C(C)OC(CSC1=CN=C(S1)NC(C1=CC(=CC(=C1)O[C@H](COC)C)OC1=CC=C(C=C1)F)=O)=O ({2-[3-(4-Fluoro-phenoxy)-5-((S)-2-methoxy-1-methyl-ethoxy)-benzoylamino]-thiazol-5-ylsulfanyl}-acetic acid ethyl ester). Reaction SMILES: [F:1][C:2]1[CH:23]=[CH:22][C:5]([O:6][C:7]2[CH:8]=[C:9]([CH:13]=[C:14]([O:16][C@@H:17]([CH3:21])[CH2:18][O:19][CH3:20])[CH:15]=2)[C:10]([OH:12])=O)=[CH:4][CH:3]=1.[CH2:24]([O:26][C:27](=[O:36])[CH2:28][S:29][C:30]1[S:34][C:33]([NH2:35])=[N:32][CH:31]=1)[CH3:25]>>[CH2:24]([O:26][C:27](=[O:36])[CH2:28][S:29][C:30]1[S:34][C:33]([NH:35][C:10](=[O:12])[C:9]2[CH:13]=[C:14]([O:16][C@@H:17]([CH3:21])[CH2:18][O:19][CH3:20])[CH:15]=[C:7]([O:6][C:5]3[CH:4]=[CH:3][C:2]([F:1])=[CH:23][CH:22]=3)[CH:8]=2)=[N:32][CH:31]=1)[CH3:25]. Reported procedure: The title compound was prepared from 3-(4-fluoro-phenoxy)-5-((S)-2-methoxy-1-methyl-ethoxy)-benzoic acid and (2-amino-thiazol-5-ylsulfanyl)-acetic acid ethyl ester following general procedure A The reactants are O=C(Cl)CCc1ccccc1, CCOC(C)=O, [H-], Nc1ccc2cnccc2c1, [Na+], CN(C)C=O. The product is O=C(CCc1ccccc1)Nc1ccc2cnccc2c1. As a reaction SMILES: [C:14]([CH2:15][CH2:16][c:17]1[cH:18][cH:19][cH:20][cH:21][cH:22]1)(=[O:23])[Cl:24].[CH3:30][CH2:31][O:32][C:33]([CH3:34])=[O:35].[H-:13].[NH2:1][c:2]1[cH:3][c:4]2[cH:5][cH:6][n:7][cH:8][c:9]2[cH:10][cH:11]1.[Na+:12].[O:25]=[CH:26][N:27]([CH3:28])[CH3:29]>>[NH:1]([c:2]1[cH:3][c:4]2[cH:5][cH:6][n:7][cH:8][c:9]2[cH:10][cH:11]1)[C:14]([CH2:15][CH2:16][c:17]1[cH:18][cH:19][cH:20][cH:21][cH:22]1)=[O:23].